This data is from the Open Reaction Database (ORD), a public repository of structured organic reaction records. The task is: describe an organic reaction: reactants, conditions, products, and yield Starting materials: CCc1n[nH]c(C(N)=O)c1[N+](=O)[O-], CCOCCO, Cl, CC(C)(C)OC(=O)N=NC(=O)OC(C)(C)C, C1CCOC1, c1ccc(P(c2ccccc2)c2ccccc2)cc1. Product: CCOCCn1nc(CC)c([N+](=O)[O-])c1C(N)=O. As a reaction SMILES: [CH2:1]([CH3:2])[c:3]1[n:4][nH:5][c:6]([C:11](=[O:12])[NH2:13])[c:7]1[N+:8](=[O:9])[O-:10].[CH3:33][CH2:34][O:35][CH2:36][CH2:37][OH:38].[ClH:55].[N:39]([C:40]([O:41][C:42]([CH3:43])([CH3:44])[CH3:45])=[O:46])=[N:47][C:48]([O:49][C:50]([CH3:51])([CH3:52])[CH3:53])=[O:54].[O:56]1[CH2:57][CH2:58][CH2:59][CH2:60]1.[c:14]1([P:15]([c:16]2[cH:17][cH:18][cH:19][cH:20][cH:21]2)[c:22]2[cH:23][cH:24][cH:25][cH:26][cH:27]2)[cH:28][cH:29][cH:30][cH:31][cH:32]1>>[CH2:1]([CH3:2])[c:3]1[n:4][n:5]([CH2:37][CH2:36][O:35][CH2:34][CH3:33])[c:6]([C:11](=[O:12])[NH2:13])[c:7]1[N+:8](=[O:9])[O-:10]. Reactants: NC1=CC=C2C=3C=CC(=CC3CC2=C1)CCC(C)=O (4-(7-amino-2-fluorenyl)-butan-2-one), S(O)(O)(=O)=O (sulphuric acid), diazonium salt. Solvent: O (water). Yields the product Diazonium salt, OC1=CC=C2C=3C=CC(=CC3CC2=C1)CCC(C)=O (4-(7-hydroxy-2-fluorenyl)-butan-2one). As a reaction SMILES: N[C:2]1[CH:14]=[C:13]2[C:5]([C:6]3[CH:7]=[CH:8][C:9]([CH2:15][CH2:16][C:17](=[O:19])[CH3:18])=[CH:10][C:11]=3[CH2:12]2)=[CH:4][CH:3]=1.S(=O)(=O)(O)[OH:21]>O>[OH:21][C:2]1[CH:14]=[C:13]2[C:5]([C:6]3[CH:7]=[CH:8][C:9]([CH2:15][CH2:16][C:17](=[O:19])[CH3:18])=[CH:10][C:11]=3[CH2:12]2)=[CH:4][CH:3]=1. Procedure: Diazonium salt was prepared by the same way as in Example 6 using 6.47 grams of 4-(7-amino-2-fluorenyl)-butan-2-one. The diazonium salt was dropped into a refluxing and stirring mixture of 9 ml of concentrated sulphuric acid and 150 ml of water. After being stirred for 2 hours, the mixture was cooled and crystals separated out therefrom were collected by filtration. They were washed until the washing became neutral and dried with air. The resulting crystals were subjected to a silica gel column ... The reactants are C1(=CC=CC=C1)C(C1=CC=CC=C1)OC(=O)C1C(=CS[C@H]2N1C([C@H]2NC(CC2=CC=CC=C2)=O)=O)CC2=CC=C(O2)C(=O)OC(C2=CC=CC=C2)C2=CC=CC=C2 (3-(5-diphenylmethoxycarbonylfurfuryl)-7β-phenylacetylamino-ceph-2-em-4ξ-carboxylic acid diphenylmethyl ester), C(C)#N (acetonitrile), ClC1=CC(=CC=C1)C(=O)OO (3-chloroperbenzoic acid). The solvent is 1, C(C)(C)O (isopropanol). Run at time 2 hour. Product: C(C)(=O)OC (methyl acetate), C1(=CC=CC=C1)C(C1=CC=CC=C1)OC(=O)C1=C(CS([C@H]2N1C([C@H]2NC(CC2=CC=CC=C2)=O)=O)=O)CC2=CC=C(O2)C(=O)OC(C2=CC=CC=C2)C2=CC=CC=C2 (3-(5-diphenylmethoxycarbonyl-furfuryl)-7β-phenylacetylamino-ceph-3-em-4-carboxylic acid diphenylmethyl ester 1-oxide). Reaction SMILES: [C:1]1([CH:7]([O:14][C:15]([CH:17]2[N:22]3[C:23](=[O:35])[C@@H:24]([NH:25][C:26](=[O:34])[CH2:27][C:28]4[CH:33]=[CH:32][CH:31]=[CH:30][CH:29]=4)[C@H:21]3[S:20][CH:19]=[C:18]2[CH2:36][C:37]2[O:41][C:40]([C:42]([O:44][CH:45]([C:52]3[CH:57]=[CH:56][CH:55]=[CH:54][CH:53]=3)[C:46]3[CH:51]=[CH:50][CH:49]=[CH:48][CH:47]=3)=[O:43])=[CH:39][CH:38]=2)=[O:16])[C:8]2[CH:13]=[CH:12][CH:11]=[CH:10][CH:9]=2)[CH:6]=[CH:5][CH:4]=[CH:3][CH:2]=1.C(#N)C.ClC1C=CC=C(C(OO)=[O:69])C=1>C(O)(C)C>[C:15]([O:14][CH3:7])(=[O:16])[CH3:17].[C:1]1([CH:7]([O:14][C:15]([C:17]2[N:22]3[C:23](=[O:35])[C@@H:24]([NH:25][C:26](=[O:34])[CH2:27][C:28]4[CH:33]=[CH:32][CH:31]=[CH:30][CH:29]=4)[C@H:21]3[S:20](=[O:69])[CH2:19][C:18]=2[CH2:36][C:37]2[O:41][C:40]([C:42]([O:44][CH:45]([C:52]3[CH:53]=[CH:54][CH:55]=[CH:56][CH:57]=3)[C:46]3[CH:51]=[CH:50][CH:49]=[CH:48][CH:47]=3)=[O:43])=[CH:39][CH:38]=2)=[O:16])[C:8]2[CH:13]=[CH:12][CH:11]=[CH:10][CH:9]=2)[CH:6]=[CH:5][CH:4]=[CH:3][CH:2]=1. Procedure details: A solution of 2.5 g of 3-(5-diphenylmethoxycarbonylfurfuryl)-7β-phenylacetylamino-ceph-2-em-4ξ-carboxylic acid diphenylmethyl ester in 10 ml of a 1:1-mixture of acetonitrile and isopropanol is treated at 0°-5° with 0.7 g of 3-chloroperbenzoic acid and stirred for 2 hours. The reaction product is worked up as usual (see Example 71) and the crude product is purified by column chromatography (silica gel; elution with a 4:1-mixture of methylene chloride and methyl acetate), to yield the colourless, ... The reactants are C1(=CC=CC=C1)C=1N(C=CN1)CCCN (2-phenyl-1H-imidazole-1-propanamine), [OH-].[Na+] (sodium hydroxide), O1C(=CC=C1)C(=O)Cl (2-furoyl chloride). Run in C(Cl)Cl (methylene chloride), C(Cl)Cl (methylenechloride). Yields the product C1(=CC=CC=C1)C=1N(C=CN1)CCCNC(=O)C=1OC=CC1 (N-[3-(2-phenyl-1H-imidazol-1-yl)propyl]-2-furanecarboxamide). Reaction SMILES: [C:1]1([C:7]2[N:8]([CH2:12][CH2:13][CH2:14][NH2:15])[CH:9]=[CH:10][N:11]=2)[CH:6]=[CH:5][CH:4]=[CH:3][CH:2]=1.[OH-].[Na+].[O:18]1[CH:22]=[CH:21][CH:20]=[C:19]1[C:23](Cl)=[O:24]>C(Cl)Cl>[C:1]1([C:7]2[N:8]([CH2:12][CH2:13][CH2:14][NH:15][C:23]([C:19]3[O:18][CH:22]=[CH:21][CH:20]=3)=[O:24])[CH:9]=[CH:10][N:11]=2)[CH:2]=[CH:3][CH:4]=[CH:5][CH:6]=1 |f:1.2|. Procedure: A mixture of 2.0 g. of 2-phenyl-1H-imidazole-1-propanamine, 50 ml. of methylenechloride and 10 ml. of 1N sodium hydroxide was stirred and 2.0 ml. of 2-furoyl chloride was added. The mixture was stirred for eighteen hours, methylene chloride was added and the layers were separated. The organic layer was washed with water, dried over magnesium sulfate and concentrated. The desired product was obtained as an oil. Starting materials: CO[Si](CC(C)C)(OC)OC, CO, COC(C)(C)C, ClC1CCCCC1, I, [Mg]. The product is CO[Si](CC(C)C)(OC)C1CCCCC1. As a reaction SMILES: [CH2:10]([CH:11]([CH3:12])[CH3:13])[Si:14]([O:15][CH3:16])([O:17][CH3:18])[O:19][CH3:20].[CH3:21][OH:22].[CH3:23][O:24][C:25]([CH3:26])([CH3:27])[CH3:28].[CH:3]1([Cl:9])[CH2:4][CH2:5][CH2:6][CH2:7][CH2:8]1.[I:2].[Mg:1]>>[CH:3]1([Si:14]([CH2:10][CH:11]([CH3:12])[CH3:13])([O:15][CH3:16])[O:17][CH3:18])[CH2:4][CH2:5][CH2:6][CH2:7][CH2:8]1. The reactants are Br, COCCn1c(C)c(C)sc1=N, O=C(O)c1ccccc1O. The product is COCCn1c(C)c(C)sc1=NC(=O)c1ccccc1O. RXN SMILES: [BrH:1].[CH3:2][O:3][CH2:4][CH2:5][n:6]1[c:7](=[NH:13])[s:8][c:9]([CH3:12])[c:10]1[CH3:11].[OH:14][C:15](=[O:16])[c:17]1[cH:18][cH:19][cH:20][cH:21][c:22]1[OH:23]>>[CH3:2][O:3][CH2:4][CH2:5][n:6]1[c:7](=[N:13][C:15](=[O:14])[c:17]2[cH:18][cH:19][cH:20][cH:21][c:22]2[OH:23])[s:8][c:9]([CH3:12])[c:10]1[CH3:11]. The reactants are example 4 ( d ), C(C)(C)(C)OC(=O)N1CCN(CC1)C=1SC(=CN1)S(=O)(=O)C=1C=NC=CC1 (4-[5-(pyridine-3-sulfonyl)-thiazol-2-yl]-piperazine-1-carboxylic acid tert-butyl ester), Cl (hydrogen chloride). Product: Cl.N1=CC(=CC=C1)S(=O)(=O)C1=CN=C(S1)N1CCNCC1 (1-[5-(Pyridine-3-sulfonyl)-thiazol-2-yl]-piperazine hydrochloride). Yield: 99.0%. As a reaction SMILES: C(OC([N:8]1[CH2:13][CH2:12][N:11]([C:14]2[S:15][C:16]([S:19]([C:22]3[CH:23]=[N:24][CH:25]=[CH:26][CH:27]=3)(=[O:21])=[O:20])=[CH:17][N:18]=2)[CH2:10][CH2:9]1)=O)(C)(C)C.[ClH:28]>>[ClH:28].[N:24]1[CH:25]=[CH:26][CH:27]=[C:22]([S:19]([C:16]2[S:15][C:14]([N:11]3[CH2:10][CH2:9][NH:8][CH2:13][CH2:12]3)=[N:18][CH:17]=2)(=[O:20])=[O:21])[CH:23]=1 |f:2.3|. Procedure: Prepared in analogy to example 4 (d) from 4-[5-(pyridine-3-sulfonyl)-thiazol-2-yl]-piperazine-1-carboxylic acid tert-butyl ester and hydrogen chloride solution. The crude material was purified by recrystallisation from ether to afford the title compound as an off-white crystalline solid (yield 99%). MS (m/e): 311.0 (M+H+, 100%). The reactants are C(C)(=O)OCC (ethyl acetate), O1COC2=C1C=CC(=C2)CCS (2-(1,3-benzodioxol-5-yl)ethanethiol), SCCO (2-mercaptoethanol), II (iodine). The solvent is O (water), C(C)O (ethanol). Reaction conditions: time 30 minute. Yields the product O1COC2=C1C=CC(=C2)CCSSCCO (2-[{2-(1,3-Benzodioxol-5-yl)ethyl}dithio]ethanol). Isolated yield 23.2%. As a reaction SMILES: [O:1]1[C:5]2[CH:6]=[CH:7][C:8]([CH2:10][CH2:11][SH:12])=[CH:9][C:4]=2[O:3][CH2:2]1.[SH:13][CH2:14][CH2:15][OH:16].II.C(OCC)(=O)C>C(O)C.O>[O:1]1[C:5]2[CH:6]=[CH:7][C:8]([CH2:10][CH2:11][S:12][S:13][CH2:14][CH2:15][OH:16])=[CH:9][C:4]=2[O:3][CH2:2]1. Procedure details: 35 g of 2-(1,3-benzodioxol-5-yl)ethanethiol and 75 g of 2-mercaptoethanol were dissolved in 150 ml of ethanol, followed by the addition of 43 g of iodine. The obtained mixture was stirred at a room temperature for 30 minutes, followed by the addition of 2 l of ethyl acetate and 2 l of water. The mixture was separated into two phases. The ethyl acetate layer was washed with water twice, then with 1 l of a 1% aqueous solution of sodium hydrogensulfite twice and finally with water thrice, dried ove...